From a dataset of the Open Reaction Database (ORD), a public repository of structured organic reaction records. describe an organic reaction: reactants, conditions, products, and yield Reported procedure: A mixture of 3-dimethylaminopropanol (10.3 g), N,N1 -dimethylthiourea (10.4 g) and aqueous hydrobromic acid (48%, 60 ml) was boiled under reflux for 18 hours and evaporated to dryness. The residue was recrystallised from ethanol to give the dihydrobromide of the title compound m.p. 173°-174°. The solvent is Br (hydrobromic acid). Yields the product dihydrobromide, CN(C(SCCCN(C)C)=N)C (N,N1 -Dimethyl-S-(3-dimethylaminopropyl)isothiourea). Starting materials: CN(CCCO)C (3-dimethylaminopropanol), CN(C(=S)N)C (N,N1 -dimethylthiourea). As a reaction SMILES: [CH3:1][N:2]([CH3:7])[CH2:3][CH2:4][CH2:5]O.[CH3:8][N:9]([CH3:13])[C:10]([NH2:12])=[S:11]>Br>[CH3:8][N:9]([CH3:13])[C:10](=[NH:12])[S:11][CH2:5][CH2:4][CH2:3][N:2]([CH3:7])[CH3:1].